Dataset: the Open Reaction Database (ORD), a public repository of structured organic reaction records. Task: describe an organic reaction: reactants, conditions, products, and yield The reactants are ice water, [N+](=O)([O-])[O-].[K+] (potassium nitrate), OC1=NC2=CC=C3C(=C2N=C1O)NN=N3 (7,8-dihydroxy-1H-1,2,3-triazolo[4,5-f]quinoxaline), [N+](=O)([O-])[O-].[K+] (potassium nitrate). Run in S(O)(O)(=O)=O (sulfuric acid). Reaction conditions: time 5 hour. The product is OC1=NC2=CC(=C3C(=C2N=C1O)NN=N3)[N+](=O)[O-] (7,8-Dihydroxy-4-nitro-1H-1,2,3-triazolo[4,5-f]quinoxaline). RXN SMILES: [N+:1]([O-:4])([O-])=[O:2].[K+].[OH:6][C:7]1[C:16]([OH:17])=[N:15][C:14]2[C:9](=[CH:10][CH:11]=[C:12]3[N:20]=[N:19][NH:18][C:13]3=2)[N:8]=1>S(=O)(=O)(O)O>[OH:6][C:7]1[C:16]([OH:17])=[N:15][C:14]2[C:9](=[CH:10][C:11]([N+:1]([O-:4])=[O:2])=[C:12]3[N:20]=[N:19][NH:18][C:13]3=2)[N:8]=1 |f:0.1|. Reported procedure: Finely powdered potassium nitrate (3.1 g, 30.7 mmol) was added to a stirred solution of 7,8-dihydroxy-1H-1,2,3-triazolo[4,5-f]quinoxaline (6.1 g, 30 mmol) in 50 ml of conc. sulfuric acid at 0° C. (ice bath). The mixture was stirred over night at room temperature. Then a further amount of potassium nitrate (3 g) was added with cooling on an ice bath, and stirring was continued for 5 h at room temperature. The mixture was poured into 700 ml of ice/water, and the yellow precipitate was isolated, wa... Starting materials: FC1=CC=C(C=C1)[N+](=O)[O-] (p-fluoro-nitrobenzene), BrBr (bromine), S(O)(O)(=O)=O (sulfuric acid). Reagents/catalysts: S(=O)(=O)([O-])[O-].[Ag+2] (silver sulfate). The solvent is O (water), O (water). Conditions: time 16 hour. The product is BrC=1C=C(C=CC1F)[N+](=O)[O-] (3-bromo-4-fluoro-nitrobenzene). Reaction SMILES: [F:1][C:2]1[CH:7]=[CH:6][C:5]([N+:8]([O-:10])=[O:9])=[CH:4][CH:3]=1.[Br:11]Br.S(=O)(=O)(O)O>S([O-])([O-])(=O)=O.[Ag+2].O>[Br:11][C:3]1[CH:4]=[C:5]([N+:8]([O-:10])=[O:9])[CH:6]=[CH:7][C:2]=1[F:1] |f:3.4|. Procedure details: 28.2 g of p-fluoro-nitrobenzene were added to 20° C. to 10.4 ml of bromine and then 20 ml of water followed by 180 ml of concentrated sulfuric acid were added thereto at 0° C. 34 g of silver sulfate were added to the mixture and the temperature was allowed to rise to 20°-25° C. and the mixture was stirred for 16 hours and was poured into water. The mixture was filtered and the filter was washed with water and methylene chloride. The filtrate was extracted with methylene chloride and the organic ...